Dataset: the Open Reaction Database (ORD), a public repository of structured organic reaction records. Task: describe an organic reaction: reactants, conditions, products, and yield Starting materials: Brc1ccc(-c2ccccc2)cc1, [Li]CCCC, O=C1CCN(Cc2ccccc2)CC1, CCCCCC, C1CCOC1. The product is OC1(c2ccc(-c3ccccc3)cc2)CCN(Cc2ccccc2)CC1. RXN SMILES: [Br:12][c:13]1[cH:14][cH:15][c:16](-[c:19]2[cH:20][cH:21][cH:22][cH:23][cH:24]2)[cH:17][cH:18]1.[CH2:1]([Li:2])[CH2:3][CH2:4][CH3:5].[CH2:25]([c:26]1[cH:27][cH:28][cH:29][cH:30][cH:31]1)[N:32]1[CH2:33][CH2:34][C:35](=[O:38])[CH2:36][CH2:37]1.[CH3:6][CH2:7][CH2:8][CH2:9][CH2:10][CH3:11].[O:39]1[CH2:40][CH2:41][CH2:42][CH2:43]1>>[c:13]1([C:35]2([OH:38])[CH2:34][CH2:33][N:32]([CH2:25][c:26]3[cH:27][cH:28][cH:29][cH:30][cH:31]3)[CH2:37][CH2:36]2)[cH:14][cH:15][c:16](-[c:19]2[cH:20][cH:21][cH:22][cH:23][cH:24]2)[cH:17][cH:18]1. The reactants are resultant solution, NC1=CC=C(C=C1)C(CCC(=O)OCC)C (ethyl 4-(4-aminophenyl)pentanoate), S(O)(O)(=O)=O (sulfuric acid), N(=O)[O-].[Na+] (sodium nitrite). Reagents/catalysts: S(=O)(=O)([O-])[O-].[Cu+2] (copper sulfate). Solvent: O (water), O (water), O (water), O (water). The product is OC1=CC=C(C=C1)C(CCC(=O)OCC)C (Ethyl 4-(4-hydroxyphenyl)pentanoate). Yield: 52.4%. Reaction SMILES: S(=O)(=O)(O)O.N[C:7]1[CH:12]=[CH:11][C:10]([CH:13]([CH3:21])[CH2:14][CH2:15][C:16]([O:18][CH2:19][CH3:20])=[O:17])=[CH:9][CH:8]=1.N([O-])=[O:23].[Na+]>O.S([O-])([O-])(=O)=O.[Cu+2]>[OH:23][C:7]1[CH:12]=[CH:11][C:10]([CH:13]([CH3:21])[CH2:14][CH2:15][C:16]([O:18][CH2:19][CH3:20])=[O:17])=[CH:9][CH:8]=1 |f:2.3,5.6|. Procedure: To a solution of 350 g of concentrated sulfuric acid and 350 ml of water cooled to 0° C., 40 g of ethyl 4-(4-aminophenyl)pentanoate was added dropwise, maintaining the temperature at 0°-2° C. The mixture was then treated dropwise with 13.66 g of sodium nitrite in 25 ml of water at such a rate that the temperature did not exceed 2° C. The resultant solution was added dropwise to a refluxing solution of 387 g of copper sulfate in 600 ml of water over a period of approximately 30 minutes. The mixtu... Yields the product COC=1C=C2CCCC(C2=C(C1Cl)Cl)=O (6-methoxy-7,8-dichloro-1-tetralone). The reagents and catalysts are [O-2].[O-2].[O-2].[Cr+6] (Chromium trioxide). Run at temperature 70 celsius, time 20 hour. Starting materials: ClC1=C2CCCCC2=CC(=C1Cl)OC (5,6-dichloro-7-methoxytetralin), O (water), OS(=O)(=O)O (H2SO4). Reported procedure: Chromium trioxide (28 g., 0.028 mole) in 83% acetic acid (12 ml.) is added slowly at 0° C. to a stirred solution of 5,6-dichloro-7-methoxytetralin (4 g., 0.073 mole) in a mixture of acetic acid (90 ml.) and propionic acid (20 ml.). The resulting dark mixture then is kept for 20 hours at 20°-25° C. The resulting dark green solution is poured into a mixture of water (900 ml.) and 96% H2SO4 (10 ml.). The mixture is heated to 70° C., cooled to 0° C. and the precipitate is collected, washed with wate... Run in C(C)(=O)O (acetic acid), C(C)(=O)O (acetic acid), C(CC)(=O)O (propionic acid). RXN SMILES: [Cl:1][C:2]1[C:11]([Cl:12])=[C:10]([O:13][CH3:14])[CH:9]=[C:8]2[C:3]=1[CH2:4][CH2:5][CH2:6][CH2:7]2.O.[OH:16]S(O)(=O)=O>C(O)(=O)C.C(O)(=O)CC.[O-2].[O-2].[O-2].[Cr+6]>[CH3:14][O:13][C:10]1[CH:9]=[C:8]2[C:3](=[C:2]([Cl:1])[C:11]=1[Cl:12])[C:4](=[O:16])[CH2:5][CH2:6][CH2:7]2 |f:5.6.7.8|. Reactants: ClCCC1CC(NC2=CC=CC=C12)=O ((±)-4-(2-chloroethyl)-3,4-dihydro-2(1H)-quinolinone), COC1=CC=C2C=CC=C(C2=C1)N1CCNCC1 (1-(7-methoxy-1-naphthyl)piperazine), [OH-].[Na+] (sodium hydroxide). Run in ClCCl (dichloromethane). Run at temperature 130 celsius. The product is COC1=CC=C2C=CC=C(C2=C1)N1CCN(CC1)CCC1CC(NC2=CC=CC=C12)=O ((±)-4-{2-[4-(7-methoxy-1-naphthyl)-1-piperazinyl]ethyl}-3,4-dihydro-2(1H)-quinolinone). The yield is 87.5%. As a reaction SMILES: Cl[CH2:2][CH2:3][CH:4]1[C:13]2[C:8](=[CH:9][CH:10]=[CH:11][CH:12]=2)[NH:7][C:6](=[O:14])[CH2:5]1.[CH3:15][O:16][C:17]1[CH:26]=[C:25]2[C:20]([CH:21]=[CH:22][CH:23]=[C:24]2[N:27]2[CH2:32][CH2:31][NH:30][CH2:29][CH2:28]2)=[CH:19][CH:18]=1.[OH-].[Na+]>ClCCl>[CH3:15][O:16][C:17]1[CH:26]=[C:25]2[C:20]([CH:21]=[CH:22][CH:23]=[C:24]2[N:27]2[CH2:28][CH2:29][N:30]([CH2:2][CH2:3][CH:4]3[C:13]4[C:8](=[CH:9][CH:10]=[CH:11][CH:12]=4)[NH:7][C:6](=[O:14])[CH2:5]3)[CH2:31][CH2:32]2)=[CH:19][CH:18]=1 |f:2.3|. Procedure: 1.5 g (7.15 mmol) of (±)-4-(2-chloroethyl)-3,4-dihydro-2(1H)-quinolinone are mixed intimately with 3.65 g (15 mmol) of 1-(7-methoxy-1-naphthyl)piperazine and the mixture is heated to 130° C. for 1 h while stirring. The cooled residue is taken up between 25 ml of 2N sodium hydroxide and twice 50 ml of dichloromethane. The organic extract is washed with water, dried over magnesium sulphate and concentrated. The residue is purified by elution with a dichloromethane/methanol (95:5) mixture on a sili... Starting materials: [Br-], COc1ccc(Br)cc1C=O, C1CCOC1, [Li]CCCC, c1ccc([P+](c2ccccc2)(c2ccccc2)C2CCCC2)cc1. Product: COc1ccc(Br)cc1C=C1CCCC1. Reaction SMILES: [Br-:6].[Br:31][c:32]1[cH:33][cH:34][c:35]([O:40][CH3:41])[c:36]([CH:37]=[O:38])[cH:39]1.[CH2:42]1[O:43][CH2:44][CH2:45][CH2:46]1.[CH3:1][CH2:2][CH2:3][CH2:4][Li:5].[CH:7]1([P+:12]([c:13]2[cH:14][cH:15][cH:16][cH:17][cH:18]2)([c:19]2[cH:20][cH:21][cH:22][cH:23][cH:24]2)[c:25]2[cH:26][cH:27][cH:28][cH:29][cH:30]2)[CH2:8][CH2:9][CH2:10][CH2:11]1>>[C:7]1(=[CH:37][c:36]2[c:35]([O:40][CH3:41])[cH:34][cH:33][c:32]([Br:31])[cH:39]2)[CH2:8][CH2:9][CH2:10][CH2:11]1. Reactants: ClC=1C=C(C=CC1C1CCCC1)C(C)=O (3'-chloro-4'-cyclopentyl-acetophenone), C(C)O/C(=C/C(=O)OCC)/C (ethyl (E)-3-ethoxy-crotonate). Yields the product ClC=1C=C(C=CC1C1CCCC1)/C(=C/C(C)=O)/C ((E)-4-(3-chloro-4-cyclopentyl-phenyl)-3-pentene-2-one). Yield: 82.0%. RXN SMILES: [Cl:1][C:2]1[CH:3]=[C:4]([C:13](=O)[CH3:14])[CH:5]=[CH:6][C:7]=1[CH:8]1[CH2:12][CH2:11][CH2:10][CH2:9]1.C([O:18]/[C:19](/[CH3:26])=[CH:20]/C(OCC)=O)C>>[Cl:1][C:2]1[CH:3]=[C:4](/[C:13](/[CH3:14])=[CH:20]/[C:19](=[O:18])[CH3:26])[CH:5]=[CH:6][C:7]=1[CH:8]1[CH2:12][CH2:11][CH2:10][CH2:9]1. Procedure: (E)-4-(3-chloro-4-cyclopentyl-phenyl)-3-pentene-2-one was prepared analogous to Example 52 from 3'-chloro-4'-cyclopentyl-acetophenone (b.p. 130°-135°C at 0.1 mm Hg) and ethyl (E)-3-ethoxy-crotonate with a yield of 82% of theory. B.p. 130°-135°C at 0.1 mm Hg. Starting materials: ClC1=CC(=CC=C1)C(=O)OO (m-chloroperbenzoic acid), C(C)(C)(C)OC(=O)N1CC(CC1)=C (1-t-butoxycarbonyl-3-methylenepyrrolidine), ClC1=CC(=CC=C1)C(=O)OO (m-chloroperbenzoic acid). Run in C(Cl)(Cl)Cl (chloroform). Conditions: time 6 hour. Yields the product C(C)(C)(C)OC(=O)N1CC(CC1)C1CO1 (1-t-butoxycarbonyl-3 -(1,2-epoxyethyl)pyrrolidine). The yield is 56.8%. RXN SMILES: ClC1[CH:7]=[CH:6][CH:5]=[C:4]([C:8]([O:10]O)=O)C=1.[C:12]([O:16][C:17]([N:19]1CCC(=C)[CH2:20]1)=[O:18])([CH3:15])([CH3:14])[CH3:13]>C(Cl)(Cl)Cl>[C:12]([O:16][C:17]([N:19]1[CH2:7][CH2:6][CH:5]([CH:4]2[O:10][CH2:8]2)[CH2:20]1)=[O:18])([CH3:15])([CH3:14])[CH3:13]. Procedure: 3.54 g (0.0175 mole) of 85% m-chloroperbenzoic acid were added to a solution of 2.67 g (0.0146 mole) of 1-t-butoxycarbonyl-3-methylenepyrrolidine [prepared as described in Step (4) above] in 20 ml of chloroform, whilst ice-cooling, and the mixture was stirred at the same temperature for 6 hours and then stirred at room temperature overnight. At the end of this time, 1.8 g (0.073 mole) of 70% m-chloroperbenzoic acid were added, and the mixture was stirred at room temperature for 12 hours. At the ...